From a dataset of the Open Reaction Database (ORD), a public repository of structured organic reaction records. describe an organic reaction: reactants, conditions, products, and yield Reagents/catalysts: [Pd] (palladium on carbon). Run in C1CCOC1 (THF). RXN SMILES: [O:1]1[C:5]2[CH:6]=[CH:7][C:8]([S:10]([N:13]([CH2:45][CH:46]([CH3:48])[CH3:47])[CH2:14][C@@H:15]([OH:44])[C@@H:16]([NH:32][C:33](=[O:43])[O:34][C@@H:35]3[C@H:42]4[C@H:38]([O:39][CH2:40][CH2:41]4)[O:37][CH2:36]3)[CH2:17][C:18]3[CH:23]=[CH:22][C:21]([O:24]CC4C=CC=CC=4)=[CH:20][CH:19]=3)(=[O:12])=[O:11])=[CH:9][C:4]=2[O:3][CH2:2]1>C1COCC1.[Pd]>[O:1]1[C:5]2[CH:6]=[CH:7][C:8]([S:10]([N:13]([CH2:45][CH:46]([CH3:48])[CH3:47])[CH2:14][C@@H:15]([OH:44])[C@@H:16]([NH:32][C:33](=[O:43])[O:34][C@@H:35]3[C@H:42]4[C@H:38]([O:39][CH2:40][CH2:41]4)[O:37][CH2:36]3)[CH2:17][C:18]3[CH:23]=[CH:22][C:21]([OH:24])=[CH:20][CH:19]=3)(=[O:12])=[O:11])=[CH:9][C:4]=2[O:3][CH2:2]1. Yields the product O1COC2=C1C=CC(=C2)S(=O)(=O)N(C[C@H]([C@H](CC2=CC=C(C=C2)O)NC(O[C@H]2CO[C@H]1OCC[C@H]12)=O)O)CC(C)C ((3R,3aS,6aR)-hexahydrofuro[2,3-b]furan-3-yl (1S,2R)-3-[(1,3-benzodioxol-5-ylsulfonyl)(isobutyl)amino]-2-hydroxy-1-(4-hydroxybenzyl)propylcarbamate). The reactants are O1COC2=C1C=CC(=C2)S(=O)(=O)N(C[C@H]([C@H](CC2=CC=C(C=C2)OCC2=CC=CC=C2)NC(O[C@H]2CO[C@H]1OCC[C@H]12)=O)O)CC(C)C ((3R,3aS,6aR)-hexahydrofuro[2,3-b]furan-3-yl (1S,2R)-3-[(1,3-benzodioxol-5-ylsulfonyl)(isobutyl)amino]-1-[4-(benzyloxy)benzyl]-2-hydroxypropylcarbamate). Procedure: A solution of 8.00 g (11.7 mmol) of (3R,3aS,6aR)-hexahydrofuro[2,3-b]furan-3-yl (1S,2R)-3-[(1,3-benzodioxol-5-ylsulfonyl)(isobutyl)amino]-1-[4-(benzyloxy)benzyl]-2-hydroxypropylcarbamate in 200 mL of THF was subjected to hydrogenation at 50 psi in the presence of 8.0 g of 10% palladium on carbon (Degussa type). After 18 hours the reaction vessel was purged with nitrogen, catalyst removed by filtration through celite, and the filtrate concentrated at reduced pressure to a volume of 30 mL. The sol... As a reaction SMILES: Cl.Cl[CH2:3][CH2:4][N:5]1[CH2:10][CH2:9][CH2:8][CH2:7][CH2:6]1.[OH-].[Na+].[Cl:13][C:14]1[CH:19]=[CH:18][CH:17]=[CH:16][C:15]=1[CH2:20][C:21]#[N:22]>[Cl-].C[N+](CCCC)(CCCC)CCCC.O.C1(C)C=CC=CC=1>[Cl:13][C:14]1[CH:19]=[CH:18][CH:17]=[CH:16][C:15]=1[CH:20]([CH2:3][CH2:4][N:5]1[CH2:10][CH2:9][CH2:8][CH2:7][CH2:6]1)[C:21]#[N:22] |f:0.1,2.3,5.6|. Procedure details: A reaction vessel under a nitrogen atmosphere containing 74.0 kg of 1-(2-chloroethyl)piperidine, monohydrochloride at 10° C. was charged with 255.4 kg of sodium hydroxide solution (50% w/w). The reaction was warmed to 30° to 35° C. and 67.0 kg of 2-chlorobenzeneacetonitrile and 1.4 kg of methyltributylammonium chloride (75% w/w in water) were added. The reaction was stirred at 40° C. for 6 h and then heated to 60° C. for at least 6 h. When the reaction was completed as indicated by gas chromatog... Solvent: O (water), C1(=CC=CC=C1)C (toluene). The yield is 98.9%. Run at temperature 40 celsius, time 6 hour. Yields the product ClC1=C(C=CC=C1)C(C#N)CCN1CCCCC1 (α-(2-Chlorophenyl)-1-piperidinebutane nitrile). The reagents and catalysts are [Cl-].C[N+](CCCC)(CCCC)CCCC (methyltributylammonium chloride). Starting materials: Cl.ClCCN1CCCCC1 (1-(2-chloroethyl)piperidine, monohydrochloride), [OH-].[Na+] (sodium hydroxide), ClC1=C(C=CC=C1)CC#N (2-chlorobenzeneacetonitrile).